From a dataset of the Open Reaction Database (ORD), a public repository of structured organic reaction records. describe an organic reaction: reactants, conditions, products, and yield Reactants: COC1=C(CN2C(C(CC2)(CCOS(=O)(=O)C)CC2=CC=C(C=C2)F)=O)C=CC=C1 (1-(2-methoxybenzyl)-3-(4-fluorophenylmethyl)-3-(2-methanesulfonyloxyethyl)-2-oxopyrrolidine), C(C)OCCN1C(=NC2=C1C=CC=C2)N2CCNCCC2 (4-(1-(2-ethoxyethyl)-1H-benzimidazol-2-yl)[1,4]diazepane). Yields the product COC1=C(CN2C(C(CC2)(CC2=CC=C(C=C2)F)CCN2CCN(CCC2)C2=NC3=C(N2CCOCC)C=CC=C3)=O)C=CC=C1 (1-(2-Methoxybenzyl)-3-(2-(4-(1-(2-ethoxyethyl)-1H-benzimidazol-2-yl)[1,4]diazepan-1-yl)ethyl)-3-(4-fluorophenylmethyl)-2-oxopyrrolidine). Reaction SMILES: [CH3:1][O:2][C:3]1[CH:30]=[CH:29][CH:28]=[CH:27][C:4]=1[CH2:5][N:6]1[CH2:10][CH2:9][C:8]([CH2:18][C:19]2[CH:24]=[CH:23][C:22]([F:25])=[CH:21][CH:20]=2)([CH2:11][CH2:12]OS(C)(=O)=O)[C:7]1=[O:26].[CH2:31]([O:33][CH2:34][CH2:35][N:36]1[C:40]2[CH:41]=[CH:42][CH:43]=[CH:44][C:39]=2[N:38]=[C:37]1[N:45]1[CH2:51][CH2:50][CH2:49][NH:48][CH2:47][CH2:46]1)[CH3:32]>>[CH3:1][O:2][C:3]1[CH:30]=[CH:29][CH:28]=[CH:27][C:4]=1[CH2:5][N:6]1[CH2:10][CH2:9][C:8]([CH2:11][CH2:12][N:48]2[CH2:49][CH2:50][CH2:51][N:45]([C:37]3[N:36]([CH2:35][CH2:34][O:33][CH2:31][CH3:32])[C:40]4[CH:41]=[CH:42][CH:43]=[CH:44][C:39]=4[N:38]=3)[CH2:46][CH2:47]2)([CH2:18][C:19]2[CH:24]=[CH:23][C:22]([F:25])=[CH:21][CH:20]=2)[C:7]1=[O:26]. Procedure details: Prepare by the method of Example 1.6 using 1-(2-methoxybenzyl)-3-(4-fluorophenylmethyl)-3-(2-methanesulfonyloxyethyl)-2-oxopyrrolidine and 4-(1-(2-ethoxyethyl)-1H-benzimidazol-2-yl)[1,4]diazepane to give the title compound. Starting materials: CC(C)(C)c1cc(C=O)cc(C(C)(C)C)c1, CCC[Mg+], [Cl-]. Yields the product CCCC(O)c1cc(C(C)(C)C)cc(C(C)(C)C)c1. Reaction SMILES: [C:1]([CH3:2])([CH3:3])([CH3:4])[c:5]1[cH:6][c:7]([CH:8]=[O:9])[cH:10][c:11]([C:13]([CH3:14])([CH3:15])[CH3:16])[cH:12]1.[CH2:18]([CH2:19][CH3:20])[Mg+:21].[Cl-:17]>>[C:1]([CH3:2])([CH3:3])([CH3:4])[c:5]1[cH:6][c:7]([CH:8]([OH:9])[CH2:18][CH2:19][CH3:20])[cH:10][c:11]([C:13]([CH3:14])([CH3:15])[CH3:16])[cH:12]1. Starting materials: CC(C)C(=O)Cl, COC(=O)C(Cc1ccc(-c2ccc(F)c(Cl)c2)cc1)NC(=O)c1cc(-c2ccc(C(F)(F)F)cc2)ccc1N, ClCCl. Product: COC(=O)C(Cc1ccc(-c2ccc(F)c(Cl)c2)cc1)NC(=O)c1cc(-c2ccc(C(F)(F)F)cc2)ccc1NC(=O)C(C)C. As a reaction SMILES: [C:41]([CH:42]([CH3:43])[CH3:44])(=[O:45])[Cl:46].[CH3:1][O:2][C:3]([CH:4]([CH2:5][c:6]1[cH:7][cH:8][c:9](-[c:12]2[cH:13][c:14]([Cl:19])[c:15]([F:18])[cH:16][cH:17]2)[cH:10][cH:11]1)[NH:20][C:21](=[O:22])[c:23]1[cH:24][c:25](-[c:30]2[cH:31][cH:32][c:33]([C:36]([F:37])([F:38])[F:39])[cH:34][cH:35]2)[cH:26][cH:27][c:28]1[NH2:29])=[O:40].[Cl:47][CH2:48][Cl:49]>>[CH3:1][O:2][C:3]([CH:4]([CH2:5][c:6]1[cH:7][cH:8][c:9](-[c:12]2[cH:13][c:14]([Cl:19])[c:15]([F:18])[cH:16][cH:17]2)[cH:10][cH:11]1)[NH:20][C:21](=[O:22])[c:23]1[cH:24][c:25](-[c:30]2[cH:31][cH:32][c:33]([C:36]([F:37])([F:38])[F:39])[cH:34][cH:35]2)[cH:26][cH:27][c:28]1[NH:29][C:41]([CH:42]([CH3:43])[CH3:44])=[O:45])=[O:40]. The solvent is CO (methanol). Reported procedure: In 30 ml of a 1:1 mixture of tetrahydrofuran and methanol were dissolved 0.30 g of 5-ethoxycarbonylmethylidene-7-chloro-1-[2-methyl-4-(2-methylbenzoylamino)-benzoyl]-2,3,4,5-tetrahydro-1H-benzoazepine and 0.55 g of nickel chloride hexahydrate. Thereto was slowly added 0.26 g of sodium borohydride with ice-cooling and stirring. The mixture was stirred for 10 minutes with ice-cooling. The resulting insolubles were removed by filtration with Celite. The filtrate was concentrated. The residue was pu... Reagents/catalysts: O.O.O.O.O.O.[Ni](Cl)Cl (nickel chloride hexahydrate). As a reaction SMILES: O1CCCC1.[CH2:6]([O:8][C:9]([CH:11]=[C:12]1[C:18]2[CH:19]=[C:20]([Cl:23])[CH:21]=[CH:22][C:17]=2[N:16]([C:24](=[O:42])[C:25]2[CH:30]=[CH:29][C:28]([NH:31][C:32](=[O:40])[C:33]3[CH:38]=[CH:37][CH:36]=[CH:35][C:34]=3[CH3:39])=[CH:27][C:26]=2[CH3:41])[CH2:15][CH2:14][CH2:13]1)=[O:10])[CH3:7].[BH4-].[Na+]>O.O.O.O.O.O.[Ni](Cl)Cl.CO>[CH2:6]([O:8][C:9]([CH2:11][CH:12]1[C:18]2[CH:19]=[C:20]([Cl:23])[CH:21]=[CH:22][C:17]=2[N:16]([C:24](=[O:42])[C:25]2[CH:30]=[CH:29][C:28]([NH:31][C:32](=[O:40])[C:33]3[CH:38]=[CH:37][CH:36]=[CH:35][C:34]=3[CH3:39])=[CH:27][C:26]=2[CH3:41])[CH2:15][CH2:14][CH2:13]1)=[O:10])[CH3:7] |f:2.3,4.5.6.7.8.9.10|. Product: C(C)OC(=O)CC1CCCN(C2=C1C=C(C=C2)Cl)C(C2=C(C=C(C=C2)NC(C2=C(C=CC=C2)C)=O)C)=O (5-ethoxycarbonylmethyl-7-chloro-1-[2-methyl-4-(2-methylbenzoylamino)benzoyl]-2,3,4,5-tetrahydro-1H-benzoazepine). Reactants: O1CCCC1 (tetrahydrofuran), C(C)OC(=O)C=C1CCCN(C2=C1C=C(C=C2)Cl)C(C2=C(C=C(C=C2)NC(C2=C(C=CC=C2)C)=O)C)=O (5-ethoxycarbonylmethylidene-7-chloro-1-[2-methyl-4-(2-methylbenzoylamino)-benzoyl]-2,3,4,5-tetrahydro-1H-benzoazepine), [BH4-].[Na+] (sodium borohydride). Isolated yield 43.2%.